Dataset: the Open Reaction Database (ORD), a public repository of structured organic reaction records. Task: describe an organic reaction: reactants, conditions, products, and yield Reactants: NC=1C=C2C=CNC2=CC1 (5-Aminoindole), IC=1C=C2C(NC=NC2=CC1OC)=O (6-Iodo-7-methoxy-3H-quinazolin-4-one), C1(=CC=CC=C1)P(C1=CC=CC=C1)C1=CC=CC=C1 (triphenyl phosphine), C(Cl)(Cl)(Cl)Cl (carbon tetrachloride). Solvent: ClC(C)Cl (dichloroethane). Conditions: temperature 50 celsius. The product is N1C=CC2=CC(=CC=C12)NC1=NC=NC2=CC(=C(C=C12)I)OC ((1H-Indol-5-yl)-(6-iodo-7-methoxy-quinazolin-4-yl)-amine). Yield: 27.1%. Reaction SMILES: [I:1][C:2]1[CH:3]=[C:4]2[C:9](=[CH:10][C:11]=1[O:12][CH3:13])[N:8]=[CH:7][NH:6][C:5]2=O.C1(P(C2C=CC=CC=2)C2C=CC=CC=2)C=CC=CC=1.C(Cl)(Cl)(Cl)Cl.[NH2:39][C:40]1[CH:41]=[C:42]2[C:46](=[CH:47][CH:48]=1)[NH:45][CH:44]=[CH:43]2>ClC(Cl)C>[NH:45]1[C:46]2[C:42](=[CH:41][C:40]([NH:39][C:5]3[C:4]4[C:9](=[CH:10][C:11]([O:12][CH3:13])=[C:2]([I:1])[CH:3]=4)[N:8]=[CH:7][N:6]=3)=[CH:48][CH:47]=2)[CH:43]=[CH:44]1. Procedure: In a round bottom flask 6-Iodo-7-methoxy-3H-quinazolin-4-one (500 mg, 1.65 mmol), triphenyl phosphine polymer (2.75 gm, 3 mmol/gm) and carbon tetrachloride (2.53 gm, 16.5 mmol) were combined in 3 mL of dichloroethane and heated at reflux for 5 hours. 5-Aminoindole (686 mg, 1.65 mmol) was added to the mixture and heated at 50° C. overnight. Reaction mixture was concentrated in vacuo and the residue was chromatographed on silica gel 20% MeOH/1% ammonium hydroxide (NH4OH)/CHCl3 to provide 186 mg (2... The reactants are ClCC(=O)N=C=O (chloroacetyl isocyanate), C(C)OC(C1=CC(=CC=C1)N)=O (ethyl-3-aminobenzoate), C1CCC2=NCCCN2CC1 (DBU). Run in O1CCOCC1 (Dioxan). Run at time 1 hour. Product: O=C1N(CC(N1)=O)C=1C=C(C(=O)O)C=CC1 (3-(2,4-Dioxo-imidazolidin-1-yl)-benzoic acid). Reaction SMILES: C([O:3][C:4](=[O:12])[C:5]1[CH:10]=[CH:9][CH:8]=[C:7]([NH2:11])[CH:6]=1)C.Cl[CH2:14][C:15]([N:17]=[C:18]=[O:19])=[O:16].C1CCN2C(=NCCC2)CC1>O1CCOCC1>[O:19]=[C:18]1[NH:17][C:15](=[O:16])[CH2:14][N:11]1[C:7]1[CH:6]=[C:5]([CH:10]=[CH:9][CH:8]=1)[C:4]([OH:3])=[O:12]. Reported procedure: 12 mmol of ethyl-3-aminobenzoate were dissolved in 120 ml Dioxan. 1 eq of chloroacetyl isocyanate were added. The reaction mixture was stirred at rt for 1 h and then heated to 120° C. for an additional 2 h. The reaction was cooled to rt, 2 eq of DBU added and again stirred at rt overnight. The solvent was evaporated and the crude extracted from DCM. The crude material was dissolved in 20 ml MeOH and 4 ml of 4N NaOH were added. The reaction mixture was stirred at rt for 20 h. After evaporation of... Reactants: COC(=O)C1(CCOCC1)C1=CC(=CC=C1)S(=O)C (Methyl4-(3-methylsulfinylphenyl)-3,4,5,6-tetrahydro-2H-pyran-4-carboxylate). Solvent: FC(C(=O)OC(C(F)(F)F)=O)(F)F (trifluoroacetic anhydride). The product is SC=1C=C(C=CC1)C1(CCOCC1)C(=O)OC (Methyl 4-(3-mercaptophenyl)-3,4,5,6-tetrahydro-2H-pyran-4-carboxylate). As a reaction SMILES: [CH3:1][O:2][C:3]([C:5]1([C:11]2[CH:16]=[CH:15][CH:14]=[C:13]([S:17](C)=O)[CH:12]=2)[CH2:10][CH2:9][O:8][CH2:7][CH2:6]1)=[O:4]>FC(F)(F)C(OC(=O)C(F)(F)F)=O>[SH:17][C:13]1[CH:12]=[C:11]([C:5]2([C:3]([O:2][CH3:1])=[O:4])[CH2:10][CH2:9][O:8][CH2:7][CH2:6]2)[CH:16]=[CH:15][CH:14]=1. Reported procedure: Methyl4-(3-methylsulfinylphenyl)-3,4,5,6-tetrahydro-2H-pyran-4-carboxylate (12.2 g, 43 mmol) was dissolved in trifluoroacetic anhydride (50 ml) and heated at reflux for 30 min. Volatiles were removed by evaporation and the residue was dissolved into methyl alcohol (100 ml). Triethylamine (100 ml) was added over 5 min and the mixture concentrated to dryness. The residue was dissolved in ethyl acetate (500 ml), washed with saturated aqueous ammonium chloride (200 ml) and brine (200 ml), dried (mag... Reactants: FC1=CC=C(C=C1)C#CC1=C(N=CS1)NC(OC(C)(C)C)=O (tert-butyl N-{5-[2-(4-fluorophenyl)ethynyl]-1,3-thiazol-4-yl}carbamate), CC(C)(C)[O-].[K+] (KOtBu). The solvent is CN1CCCC1=O (NMP), C(C)OCC (diethyl ether). Conditions: temperature 90 celsius. Product: FC1=CC=C(C=C1)C1=CC2=C(N=CS2)N1 (5-(4-fluorophenyl)-4H-pyrrolo[2,3-d]-1,3-thiazole). Yield: 65.3%. As a reaction SMILES: [F:1][C:2]1[CH:7]=[CH:6][C:5]([C:8]#[C:9][C:10]2[S:14][CH:13]=[N:12][C:11]=2[NH:15]C(=O)OC(C)(C)C)=[CH:4][CH:3]=1.CC([O-])(C)C.[K+]>CN1C(=O)CCC1.C(OCC)C>[F:1][C:2]1[CH:7]=[CH:6][C:5]([C:8]2[NH:15][C:11]3[N:12]=[CH:13][S:14][C:10]=3[CH:9]=2)=[CH:4][CH:3]=1 |f:1.2|. Reported procedure: 238 mg (0.75 mmol) of tert-butyl N-{5-[2-(4-fluorophenyl)ethynyl]-1,3-thiazol-4-yl}carbamate are dissolved in 4.5 ml of NMP in a microwave vessel, and 143 mg (1.27 mmol) of KOtBu are added. The reaction vessel is sealed under nitrogen and heated at 90° C. for 20 min in the microwave while cooling in a stream of nitrogen. The mixture is diluted with 50 ml of diethyl ether and washed with 50 ml of sat. NaCl solution. The aqueous phase is again extracted with diethyl ether. The combined organic pha... The reactants are Cc1ccccc1, Nc1ccc(Br)cn1, CCOC=C(S(=O)(=O)c1ccccc1)S(=O)(=O)c1ccccc1. The product is O=S(=O)(C(=CNc1ccc(Br)cn1)S(=O)(=O)c1ccccc1)c1ccccc1. As a reaction SMILES: [CH3:32][c:33]1[cH:34][cH:35][cH:36][cH:37][cH:38]1.[NH2:1][c:2]1[n:3][cH:4][c:5]([Br:8])[cH:6][cH:7]1.[c:9]1([S:15](=[O:16])(=[O:17])[C:18](=[CH:19][O:20][CH2:21][CH3:22])[S:23](=[O:24])(=[O:25])[c:26]2[cH:27][cH:28][cH:29][cH:30][cH:31]2)[cH:10][cH:11][cH:12][cH:13][cH:14]1>>[NH:1]([c:2]1[n:3][cH:4][c:5]([Br:8])[cH:6][cH:7]1)[CH:19]=[C:18]([S:15]([c:9]1[cH:10][cH:11][cH:12][cH:13][cH:14]1)(=[O:16])=[O:17])[S:23](=[O:24])(=[O:25])[c:26]1[cH:27][cH:28][cH:29][cH:30][cH:31]1. The reactants are FC(C(=O)O)(F)F.S1C=C(C=C1)C1=CC=C(C=C1)C(CN)C (2-(4-(3-thienyl)phenyl)propyl amine trifluoroacetate), ClC(=O)OC(C)(C)C (t-butyl chloroformate). The product is S1C=C(C=C1)C1=CC=C(C=C1)C(CN)CC(=O)OC(C)(C)C (2-(4-(3-Thienyl)phenyl)-N-(t-butyloxycarbonyl)propyl Amine). RXN SMILES: FC(F)(F)C(O)=O.[S:8]1[CH:12]=[CH:11][C:10]([C:13]2[CH:18]=[CH:17][C:16]([CH:19]([CH3:22])[CH2:20][NH2:21])=[CH:15][CH:14]=2)=[CH:9]1.Cl[C:24]([O:26][C:27]([CH3:30])([CH3:29])[CH3:28])=[O:25]>>[S:8]1[CH:12]=[CH:11][C:10]([C:13]2[CH:18]=[CH:17][C:16]([CH:19]([CH2:22][C:24]([O:26][C:27]([CH3:30])([CH3:29])[CH3:28])=[O:25])[CH2:20][NH2:21])=[CH:15][CH:14]=2)=[CH:9]1 |f:0.1|. Procedure details: The title compound was prepared from 2-(4-(3-thienyl)phenyl)propyl amine trifluoroacetate (prepared in example 1) and t-butyl chloroformate in a manner analogous to the procedure described in Example 1. Starting materials: [Cl-].[NH4+] (ammonium chloride), [H-].[Na+] (sodium hydride), C(C)(C)(C)[Si](Cl)(C)C (tert-butyldimethylchlorosilane), C=C(CO)CO (2-methylene-1,3-propanediol). Run in O1CCCC1 (tetrahydrofuran). Conditions: time 1 hour. The product is [Si](C)(C)(C(C)(C)C)OCC(CO)=C (2-(tert-Butyldimethylsilanyloxymethyl)-2-propen-1-ol). Reaction SMILES: [H-].[Na+].[CH2:3]=[C:4]([CH2:7][OH:8])[CH2:5][OH:6].[C:9]([Si:13]([CH3:16])([CH3:15])Cl)([CH3:12])([CH3:11])[CH3:10].[Cl-].[NH4+]>O1CCCC1>[Si:13]([O:6][CH2:5][C:4](=[CH2:3])[CH2:7][OH:8])([C:9]([CH3:12])([CH3:11])[CH3:10])([CH3:16])[CH3:15] |f:0.1,4.5|. Reported procedure: Under argon atmosphere, to a suspension of sodium hydride (490 mg, 60 wt. % oil dispersion) in tetrahydrofuran (10 ml) were sequentially added 2-methylene-1,3-propanediol (1 ml) and tert-butyldimethylchlorosilane (2.22 g) at 0° C., and then the mixture was stirred at room temperature for 1 hour. To this reaction mixture was added a saturated aqueous solution of ammonium chloride, and the mixture was extracted with ethyl acetate. This organic layer was washed with a saturated aqueous solution of ... Starting materials: ClC=1C=NC=C(C1SC1=C(C=C(S1)C(=O)Cl)[N+](=O)[O-])Cl (5-[(3,5-dichloro-4-pyridyl)sulfanyl]-4-nitro-thiophene-2-carbonyl chloride), NCCC1=NC=CC=C1 (2-(2-aminoethyl)pyridine). Product: ClC=1C=NC=C(C1SC1=C(C=C(S1)C(=O)NCCC1=NC=CC=C1)[N+](=O)[O-])Cl (5-((3,5-dichloropyridin-4-yl)thio)-4-nitro-N-(2-(pyridin-2-yl)ethyl)thiophene-2-carboxamide), solid. Isolated yield 30.0%. As a reaction SMILES: [Cl:1][C:2]1[CH:3]=[N:4][CH:5]=[C:6]([Cl:20])[C:7]=1[S:8][C:9]1[S:13][C:12]([C:14](Cl)=[O:15])=[CH:11][C:10]=1[N+:17]([O-:19])=[O:18].[NH2:21][CH2:22][CH2:23][C:24]1[CH:29]=[CH:28][CH:27]=[CH:26][N:25]=1>>[Cl:1][C:2]1[CH:3]=[N:4][CH:5]=[C:6]([Cl:20])[C:7]=1[S:8][C:9]1[S:13][C:12]([C:14]([NH:21][CH2:22][CH2:23][C:24]2[CH:29]=[CH:28][CH:27]=[CH:26][N:25]=2)=[O:15])=[CH:11][C:10]=1[N+:17]([O-:19])=[O:18]. Reported procedure: Prepared according to the procedure described for example 50 from 5-[(3,5-dichloro-4-pyridyl)sulfanyl]-4-nitro-thiophene-2-carbonyl chloride (150 mg, 0.41 mmol) and 2-(2-aminoethyl)pyridine (65 mg, 0.49 mmol). The title compound was obtained as a solid (55 mg, 30% yield). 1H NMR (400 MHz, d6-DMSO) δ: 8.98 (2H, s), 8.94 (1H, m), 8.49 (2H, m), 8.38 (1H, s), 7.69 (1H, m), 7.23 (1H, m), 3.56 (2H, m), 2.96 (2H, m). MS m/z: 453.02, 455.01 [M+H]+.